From a dataset of the Open Reaction Database (ORD), a public repository of structured organic reaction records. describe an organic reaction: reactants, conditions, products, and yield Reactants: ClC1=CC=C2C(CNC2=C1)(C)C (6-Chloro-3,3-dimethyl-2,3-dihydro-1H-indole), C1(CCCCC1)P(C1=C(C=CC=C1)C1=C(C=CC=C1OC)OC)C1CCCCC1 (2-dicyclohexylphosphino-2′,6′-dimethoxybiphenyl), CN1C(CCC1)=O (N-methyl-pyrrolidinone). The reagents and catalysts are [C-]#N.[Zn+2].[C-]#N (zinc cyanide), C=1C=CC(=CC1)/C=C/C(=O)/C=C/C2=CC=CC=C2.C=1C=CC(=CC1)/C=C/C(=O)/C=C/C2=CC=CC=C2.C=1C=CC(=CC1)/C=C/C(=O)/C=C/C2=CC=CC=C2.[Pd].[Pd] (tris(dibenzylideneacetone)dipalladium). Conditions: temperature 185 celsius. Yields the product CC1(CNC2=CC(=CC=C12)C#N)C (3,3-Dimethyl-2,3-dihydro-1H-indole-6-carbonitrile). The yield is 15.0%. As a reaction SMILES: Cl[C:2]1[CH:10]=[C:9]2[C:5]([C:6]([CH3:12])([CH3:11])[CH2:7][NH:8]2)=[CH:4][CH:3]=1.C1(P(C2CCCCC2)C2C=CC=CC=2C2C(OC)=CC=CC=2OC)CCCCC1.[CH3:42][N:43]1CCCC1=O>[C-]#N.[Zn+2].[C-]#N.C1C=CC(/C=C/C(/C=C/C2C=CC=CC=2)=O)=CC=1.C1C=CC(/C=C/C(/C=C/C2C=CC=CC=2)=O)=CC=1.C1C=CC(/C=C/C(/C=C/C2C=CC=CC=2)=O)=CC=1.[Pd].[Pd]>[CH3:11][C:6]1([CH3:12])[C:5]2[C:9](=[CH:10][C:2]([C:42]#[N:43])=[CH:3][CH:4]=2)[NH:8][CH2:7]1 |f:3.4.5,6.7.8.9.10|. Reported procedure: 6-Chloro-3,3-dimethyl-2,3-dihydro-1H-indole (1 g, 5.5 mmol), zinc cyanide (0.74 g, 6.3 mmol), tris(dibenzylideneacetone)dipalladium (0) (0.2 g, 0.9 mmol) and 2-dicyclohexylphosphino-2′,6′-dimethoxybiphenyl (0.4 g, 1.1 mmol) were combined and dissolved in N-methyl-pyrrolidinone (27.6 mL). The suspension was degassed with nitrogen for 5 minutes. The reaction was heated under microwave irradiation for 2 h at 185° C. then cooled to room temperature and the reaction was diluted with water and extract... The reactants are CC1(C)OB(c2c(CBr)ccc3ccccc23)OC1(C)C, C1CCOC1, CC(C)(C)N, CO, ClCCl, ClCCl. Product: CC(C)(C)NCc1ccc2ccccc2c1B1OC(C)(C)C(C)(C)O1. Reaction SMILES: [Br:1][CH2:2][c:3]1[c:4]([B:13]2[O:14][C:15]([CH3:20])([CH3:21])[C:16]([CH3:18])([CH3:19])[O:17]2)[c:5]2[cH:6][cH:7][cH:8][cH:9][c:10]2[cH:11][cH:12]1.[CH2:35]1[O:36][CH2:37][CH2:38][CH2:39]1.[CH3:22][C:23]([CH3:24])([CH3:25])[NH2:26].[CH3:30][OH:31].[Cl:27][CH2:28][Cl:29].[Cl:32][CH2:33][Cl:34]>>[CH2:2]([c:3]1[c:4]([B:13]2[O:14][C:15]([CH3:20])([CH3:21])[C:16]([CH3:18])([CH3:19])[O:17]2)[c:5]2[cH:6][cH:7][cH:8][cH:9][c:10]2[cH:11][cH:12]1)[NH:26][C:23]([CH3:22])([CH3:24])[CH3:25]. Reactants: CC(C)Br, CCCC[N+](CCCC)(CCCC)CCCC, CN(C)C=O, COc1ccc(Cn2c(=O)n(C)c3c(Nc4ccc(Cl)cc4)cccc32)cc1, [H-], [I-], [Na+], O. The product is COc1ccc(Cn2c(=O)n(C)c3c(N(c4ccc(Cl)cc4)C(C)C)cccc32)cc1. RXN SMILES: [Br:29][CH:30]([CH3:31])[CH3:32].[CH2:41]([N+:42]([CH2:43][CH2:44][CH2:45][CH3:46])([CH2:47][CH2:48][CH2:49][CH3:50])[CH2:51][CH2:52][CH2:53][CH3:54])[CH2:55][CH2:56][CH3:57].[CH3:33][N:34]([CH3:35])[CH:36]=[O:37].[Cl:1][c:2]1[cH:3][cH:4][c:5]([NH:8][c:9]2[cH:10][cH:11][cH:12][c:13]3[c:14]2[n:15]([CH3:28])[c:16](=[O:27])[n:17]3[CH2:18][c:19]2[cH:20][cH:21][c:22]([O:25][CH3:26])[cH:23][cH:24]2)[cH:6][cH:7]1.[H-:38].[I-:40].[Na+:39].[OH2:58]>>[Cl:1][c:2]1[cH:3][cH:4][c:5]([N:8]([c:9]2[cH:10][cH:11][cH:12][c:13]3[c:14]2[n:15]([CH3:28])[c:16](=[O:27])[n:17]3[CH2:18][c:19]2[cH:20][cH:21][c:22]([O:25][CH3:26])[cH:23][cH:24]2)[CH:30]([CH3:31])[CH3:32])[cH:6][cH:7]1. The reactants are CC(NC(=O)OC(C)(C)C)C(=O)O, CCN=C=NCCCN(C)C, CCN(C(C)C)C(C)C, N#Cc1c(SCc2csc(-c3ccc(Cl)cc3)n2)nc(N2CCCC2)c(C#N)c1-c1ccc(OCCO)cc1, Cl, CN(C)C=O, O, On1nnc2ccccc21. Yields the product CC(NC(=O)OC(C)(C)C)C(=O)OCCOc1ccc(-c2c(C#N)c(SCc3csc(-c4ccc(Cl)cc4)n3)nc(N3CCCC3)c2C#N)cc1. RXN SMILES: [C:1]([CH3:2])([CH3:3])([CH3:4])[O:5][C:6](=[O:7])[NH:8][CH:9]([CH3:10])[C:11](=[O:12])[OH:13].[CH3:15][N:16]([CH3:17])[CH2:18][CH2:19][CH2:20][N:21]=[C:22]=[N:23][CH2:24][CH3:25].[CH:37]([N:38]([CH2:39][CH3:40])[CH:41]([CH3:42])[CH3:43])([CH3:44])[CH3:45].[Cl:46][c:47]1[cH:48][cH:49][c:50](-[c:53]2[s:54][cH:55][c:56]([CH2:58][S:59][c:60]3[n:61][c:62]([N:80]4[CH2:81][CH2:82][CH2:83][CH2:84]4)[c:63]([C:78]#[N:79])[c:64](-[c:68]4[cH:69][cH:70][c:71]([O:74][CH2:75][CH2:76][OH:77])[cH:72][cH:73]4)[c:65]3[C:66]#[N:67])[n:57]2)[cH:51][cH:52]1.[ClH:14].[O:85]=[CH:86][N:87]([CH3:88])[CH3:89].[OH2:26].[OH:27][n:28]1[c:29]2[cH:30][cH:31][cH:32][cH:33][c:34]2[n:35][n:36]1>>[C:1]([CH3:2])([CH3:3])([CH3:4])[O:5][C:6](=[O:7])[NH:8][CH:9]([CH3:10])[C:11](=[O:12])[O:13][CH2:76][CH2:75][O:74][c:71]1[cH:70][cH:69][c:68](-[c:64]2[c:63]([C:78]#[N:79])[c:62]([N:80]3[CH2:81][CH2:82][CH2:83][CH2:84]3)[n:61][c:60]([S:59][CH2:58][c:56]3[cH:55][s:54][c:53](-[c:50]4[cH:49][cH:48][c:47]([Cl:46])[cH:52][cH:51]4)[n:57]3)[c:65]2[C:66]#[N:67])[cH:73][cH:72]1. The reactants are [Li+].C[Si](C)(C)[N-][Si](C)(C)C (LHMDS), C1(=CC=C(C=C1)C[C@@H]1CCC(N1CC1=CC=C(C=C1)OC)=O)C1=CC=CC=C1 ((S)-5-biphenyl-4-ylmethyl-1-(4-methoxy-benzyl)-pyrrolidin-2-one), C(C1=CC=CC=C1)(=O)Cl (benzoyl chloride), C=O (Formaldehyde), C(=O)([O-])[O-].[K+].[K+] (K2CO3). The solvent is [Cl-].[Na+].O (brine), [Cl-].[NH4+] (ammonium chloride), O1CCCC1 (tetrahydrofuran). Run at temperature 50 celsius, time 15 minute. Product: C1(=CC=C(C=C1)C[C@@H]1CC(C(N1\C=C\C1=CC=CC=C1)=O)=C)C1=CC=CC=C1 ((R)-5-biphenyl-4-ylmethyl-3-methylene-1-((E)-styryl)-pyrrolidin-2-one). As a reaction SMILES: [Li+].C[Si]([N-][Si](C)(C)C)(C)C.[C:11]1([C:33]2[CH:38]=[CH:37][CH:36]=[CH:35][CH:34]=2)[CH:16]=[CH:15][C:14]([CH2:17][C@H:18]2[N:22]([CH2:23]C3C=CC(OC)=CC=3)[C:21](=O)[CH2:20][CH2:19]2)=[CH:13][CH:12]=1.[C:39](Cl)(=O)[C:40]1[CH:45]=[CH:44][CH:43]=[CH:42][CH:41]=1.C=O.[C:50]([O-:53])([O-])=O.[K+].[K+]>O1CCCC1.[Cl-].[NH4+].[Cl-].[Na+].O>[C:11]1([C:33]2[CH:38]=[CH:37][CH:36]=[CH:35][CH:34]=2)[CH:12]=[CH:13][C:14]([CH2:17][C@H:18]2[N:22](/[CH:23]=[CH:39]/[C:40]3[CH:45]=[CH:44][CH:43]=[CH:42][CH:41]=3)[C:50](=[O:53])[C:20](=[CH2:21])[CH2:19]2)=[CH:15][CH:16]=1 |f:0.1,5.6.7,9.10,11.12.13|. Procedure: Under N2, LHMDS (25 mL, 1.0 M in tetrahydrofuran, 25 mmol) is added to the mixture of (S)-2-Biphenyl-4-ylmethyl-5-oxo-pyrrolidine-1-carboxylic acid tert-butyl ester (3a, R1=t-butoxycarbonyl) (3.51 g, 10 mmol) in 20 mL dry tetrahydrofuran is added to the reaction mixture at −10° C., the resulting mixture is then stirred for 30 min at −10° C. benzoyl chloride (1.55 g, 11 mmol) is added to the reaction mixture at −10° C., after about 1 hour at −10° C., the reaction mixture is diluted with 15 mL sat... Starting materials: FC=1C(=NC=CC1)C1(CCC2(OCCO2)CC1)F (3-fluoro-2-(8-fluoro-1,4-dioxaspiro[4.5]dec-8-yl)pyridine), ClC=1C(=NC=CC1)C1(CCC2(OCCO2)CC1)F (3-chloro-2-(8-fluoro-1,4-dioxaspiro[4.5]dec-8-yl)pyridine), N (NH3). Yields the product FC1(CCC(CC1)=O)C1=NC=CC=C1F (4-fluoro-4-(3-fluoropyridin-2-yl)cyclohexanone). RXN SMILES: [F:1][C:2]1[C:3]([C:8]2([F:18])[CH2:17][CH2:16][C:11]3(OCC[O:12]3)[CH2:10][CH2:9]2)=[N:4][CH:5]=[CH:6][CH:7]=1.ClC1C(C2(F)CCC3(OCCO3)CC2)=NC=CC=1.N>>[F:18][C:8]1([C:3]2[C:2]([F:1])=[CH:7][CH:6]=[CH:5][N:4]=2)[CH2:9][CH2:10][C:11](=[O:12])[CH2:16][CH2:17]1. Procedure: The title compound was prepared using the procedure as described in Example 1C, except for substituting the product of Example 15B for the product of Example 1B. 1H NMR (300 MHz, DMSO-d6) δ 8.41 (m, 1H), 7.80 (m, 1H), 7.56 (m, 1H), 2.80-2.22 (m, 8H). MS (DCI/NH3) m/e 212 (M+H)+. The reactants are Fc1cccc(Nc2nccc(-c3c(-c4cccc(Br)c4)nn4cc(C(F)(F)F)ccc34)n2)c1, O=C([O-])[O-], [Cs+], [Cs+], NC(=O)c1c(F)cccc1F, C1COCCO1. Product: O=C(Nc1cccc(-c2nn3cc(C(F)(F)F)ccc3c2-c2ccnc(Nc3cccc(F)c3)n2)c1)c1c(F)cccc1F. As a reaction SMILES: [Br:1][c:2]1[cH:3][c:4](-[c:8]2[n:9][n:10]3[c:11]([cH:12][cH:13][c:14]([C:16]([F:17])([F:18])[F:19])[cH:15]3)[c:20]2-[c:21]2[n:22][c:23]([NH:27][c:28]3[cH:29][c:30]([F:34])[cH:31][cH:32][cH:33]3)[n:24][cH:25][cH:26]2)[cH:5][cH:6][cH:7]1.[C:35](=[O:36])([O-:37])[O-:38].[Cs+:39].[Cs+:40].[F:41][c:42]1[c:43]([C:44](=[O:45])[NH2:46])[c:47]([F:51])[cH:48][cH:49][cH:50]1.[O:52]1[CH2:53][CH2:54][O:55][CH2:56][CH2:57]1>>[c:2]1([NH:46][C:44]([c:43]2[c:42]([F:41])[cH:50][cH:49][cH:48][c:47]2[F:51])=[O:45])[cH:3][c:4](-[c:8]2[n:9][n:10]3[c:11]([cH:12][cH:13][c:14]([C:16]([F:17])([F:18])[F:19])[cH:15]3)[c:20]2-[c:21]2[n:22][c:23]([NH:27][c:28]3[cH:29][c:30]([F:34])[cH:31][cH:32][cH:33]3)[n:24][cH:25][cH:26]2)[cH:5][cH:6][cH:7]1. Starting materials: CO, CS(C)=O, CC(c1ccccn1)n1ccc2c([N+](=O)[O-])cccc2c1=O. Yields the product CC(c1ccccn1)n1ccc2c(N)cccc2c1=O. As a reaction SMILES: [CH3:23][OH:24].[CH3:25][S:26]([CH3:27])=[O:28].[N+:1]([O-:2])(=[O:3])[c:4]1[c:5]2[cH:6][cH:7][n:8]([CH:15]([CH3:16])[c:17]3[n:18][cH:19][cH:20][cH:21][cH:22]3)[c:9](=[O:14])[c:10]2[cH:11][cH:12][cH:13]1>>[NH2:1][c:4]1[c:5]2[cH:6][cH:7][n:8]([CH:15]([CH3:16])[c:17]3[n:18][cH:19][cH:20][cH:21][cH:22]3)[c:9](=[O:14])[c:10]2[cH:11][cH:12][cH:13]1.